Dataset: the Open Reaction Database (ORD), a public repository of structured organic reaction records. Task: describe an organic reaction: reactants, conditions, products, and yield Procedure details: A mixture containing 7-bromo-9-cyclopropyl-6-fluoro-9H-isothiazolo[5,4-b]quinoline-3,4-dione (7, 100.0 mg, 0.28 mmol), 1-acetyl-4-tributylstannyl-1,2,3,6-tetrahydropyridine (190.0 mg, 0.46 mmol), tetrakis(triphenylphosphine)palladium(0) (16.0 mg, 0.014 mmol), and dimethylformamide (6.0 mL) Is sparged with argon gas and irradiated with microwaves (5×10 min irradiations at 130° C.). (For cross-coupling experiments described previously using C with conventional thermal heating, see: (a) Laborde, E.... Reagents/catalysts: C=1C=CC(=CC1)[P](C=2C=CC=CC2)(C=3C=CC=CC3)[Pd]([P](C=4C=CC=CC4)(C=5C=CC=CC5)C=6C=CC=CC6)([P](C=7C=CC=CC7)(C=8C=CC=CC8)C=9C=CC=CC9)[P](C=1C=CC=CC1)(C=1C=CC=CC1)C=1C=CC=CC1 (tetrakis(triphenylphosphine)palladium(0)). The product is C(C)(=O)N1CCC(=CC1)C1=C(C=C2C(C3=C(N(C2=C1)C1CC1)SNC3=O)=O)F (7-(1-Acetyl-1,2,3,6-tetrahydro-pyridin-4-yl)-9-cyclopropyl-6-fluoro-9H-isothiazolo[5,4-b]quinoline-3,4-dione). The solvent is CN(C=O)C (dimethylformamide). Starting materials: BrC1=C(C=C2C(C3=C(N(C2=C1)C1CC1)SNC3=O)=O)F (7-Bromo-9-cyclopropyl-6-fluoro-9H-isothiazolo[5,4-b]quinoline-3,4-dione), C(C)(=O)N1CCC(=CC1)[Sn](CCCC)(CCCC)CCCC (1-acetyl-4-tributylstannyl-1,2,3,6-tetrahydropyridine). The yield is 98.0%. As a reaction SMILES: Br[C:2]1[CH:11]=[C:10]2[C:5]([C:6](=[O:19])[C:7]3[C:17](=[O:18])[NH:16][S:15][C:8]=3[N:9]2[CH:12]2[CH2:14][CH2:13]2)=[CH:4][C:3]=1[F:20].[C:21]([N:24]1[CH2:29][CH:28]=[C:27]([Sn](CCCC)(CCCC)CCCC)[CH2:26][CH2:25]1)(=[O:23])[CH3:22]>C1C=CC([P]([Pd]([P](C2C=CC=CC=2)(C2C=CC=CC=2)C2C=CC=CC=2)([P](C2C=CC=CC=2)(C2C=CC=CC=2)C2C=CC=CC=2)[P](C2C=CC=CC=2)(C2C=CC=CC=2)C2C=CC=CC=2)(C2C=CC=CC=2)C2C=CC=CC=2)=CC=1.CN(C)C=O>[C:21]([N:24]1[CH2:25][CH:26]=[C:27]([C:2]2[CH:11]=[C:10]3[C:5]([C:6](=[O:19])[C:7]4[C:17](=[O:18])[NH:16][S:15][C:8]=4[N:9]3[CH:12]3[CH2:14][CH2:13]3)=[CH:4][C:3]=2[F:20])[CH2:28][CH2:29]1)(=[O:23])[CH3:22] |^1:46,48,67,86|. The reactants are Compound 4, OCC1CC(N(CC1)C(=O)OC)CC(C)(C)C (methyl 4-(hydroxymethyl)-2-neopentylpiperidine-1-carboxylate), I(=O)(=O)(=O)[O-].[Na+] (sodium periodate). The reagents and catalysts are [Ru](Cl)(Cl)Cl (ruthenium(III) chloride). Product: COC(=O)N1C(CC(CC1)C(=O)O)CC(C)(C)C (1-(Methoxycarbonyl)-2-neopentylpiperidine-4-carboxylic acid). Reaction SMILES: [OH:1][CH2:2][CH:3]1[CH2:8][CH2:7][N:6]([C:9]([O:11][CH3:12])=[O:10])[CH:5]([CH2:13][C:14]([CH3:17])([CH3:16])[CH3:15])[CH2:4]1.I([O-])(=O)(=O)=[O:19].[Na+]>[Ru](Cl)(Cl)Cl>[CH3:12][O:11][C:9]([N:6]1[CH2:7][CH2:8][CH:3]([C:2]([OH:19])=[O:1])[CH2:4][CH:5]1[CH2:13][C:14]([CH3:17])([CH3:16])[CH3:15])=[O:10] |f:1.2|. Procedure details: The compound was prepared as described in Reference Compound 4, Step 5 starting from methyl 4-(hydroxymethyl)-2-neopentylpiperidine-1-carboxylate, sodium periodate (15.0 g, 70.3 mmol) and ruthenium(III) chloride (0.11 g, 0.52 mmol), which resulted in the title compound. MS m/z 256 (M−H)−. Yields the product [Br-].CN1N=NN=C1CCCC[P+](C1=CC=CC=C1)(C1=CC=CC=C1)C1=CC=CC=C1 (4-(1-N-methyltetrazol-5-yl)butyltriphenylphosphonium bromide), [Br-].CN1N=NC(=N1)CCCC[P+](C1=CC=CC=C1)(C1=CC=CC=C1)C1=CC=CC=C1 (4-(3-N-methyltetrazol-5-yl)butyltriphenylphosphonium bromide). Solvent: CCOCC (ether). Reaction conditions: time 5 minute. Reactants: [Br-].N1N=NN=C1CCCC[P+](C1=CC=CC=C1)(C1=CC=CC=C1)C1=CC=CC=C1 (4-(tetrazol-5-yl)butyltriphenylphosphonium bromide), O1CCCC1 (tetrahydrofuran), [N+](=[N-])=C (diazomethane). Procedure details: To a solution of the 4-(tetrazol-5-yl)butyltriphenylphosphonium bromide prepared in Example I (4.65 g.; 10.0 m moles) in 50 ml. of dry tetrahydrofuran is added a solution of diazomethane in ether until the reaction solution remains yellow for 5 minutes. Concentration followed by chromatographic purification affords the desired 4-(1-N-methyltetrazol-5-yl)butyltriphenylphosphonium bromide and 4-(3-N-methyltetrazol-5-yl)butyltriphenylphosphonium bromide. Reaction SMILES: [Br-:1].[NH:2]1[C:6]([CH2:7][CH2:8][CH2:9][CH2:10][P+:11]([C:24]2[CH:29]=[CH:28][CH:27]=[CH:26][CH:25]=2)([C:18]2[CH:23]=[CH:22][CH:21]=[CH:20][CH:19]=2)[C:12]2[CH:17]=[CH:16][CH:15]=[CH:14][CH:13]=2)=[N:5][N:4]=[N:3]1.O1CCC[CH2:31]1.[N+:35](=[CH2:37])=[N-:36]>CCOCC>[Br-:1].[CH3:31][N:5]1[C:6]([CH2:7][CH2:8][CH2:9][CH2:10][P+:11]([C:24]2[CH:29]=[CH:28][CH:27]=[CH:26][CH:25]=2)([C:12]2[CH:17]=[CH:16][CH:15]=[CH:14][CH:13]=2)[C:18]2[CH:19]=[CH:20][CH:21]=[CH:22][CH:23]=2)=[N:2][N:3]=[N:4]1.[Br-:1].[CH3:37][N:35]1[N:2]=[C:6]([CH2:7][CH2:8][CH2:9][CH2:10][P+:11]([C:24]2[CH:29]=[CH:28][CH:27]=[CH:26][CH:25]=2)([C:12]2[CH:13]=[CH:14][CH:15]=[CH:16][CH:17]=2)[C:18]2[CH:23]=[CH:22][CH:21]=[CH:20][CH:19]=2)[N:5]=[N:36]1 |f:0.1,5.6,7.8|. Starting materials: C(C1=CC=CC=C1)N1C[C@H]2[C@@H](C1)[C@H](CC2)N(S(=O)(=O)C2=CC(=CC=C2)C(F)(F)F)C2CC2 (N-[(3aS*,4S*,6aR*)-2-benzyloctahydrocyclopenta[c]pyrrol-4-yl]-N-cyclopropyl-3-(trifluoromethyl)benzenesulfonamide). The reagents and catalysts are [OH-].[OH-].[Pd+2] (palladium hydroxide on carbon). Run in CO (methanol). Conditions: time 16 hour. Yields the product C1(CC1)N(S(=O)(=O)C1=CC(=CC=C1)C(F)(F)F)[C@H]1CC[C@H]2CNC[C@H]21 (N-cyclopropyl-N-[(3aS*,4S*,6aR*)-octahydrocyclopenta[c]pyrrol-4-yl]-3-(trifluoromethyl)benzenesulfonamide). Reaction SMILES: C([N:8]1[CH2:12][C@H:11]2[C@@H:13]([N:16]([CH:30]3[CH2:32][CH2:31]3)[S:17]([C:20]3[CH:25]=[CH:24][CH:23]=[C:22]([C:26]([F:29])([F:28])[F:27])[CH:21]=3)(=[O:19])=[O:18])[CH2:14][CH2:15][C@H:10]2[CH2:9]1)C1C=CC=CC=1>[OH-].[OH-].[Pd+2].CO>[CH:30]1([N:16]([C@@H:13]2[C@H:11]3[C@H:10]([CH2:9][NH:8][CH2:12]3)[CH2:15][CH2:14]2)[S:17]([C:20]2[CH:25]=[CH:24][CH:23]=[C:22]([C:26]([F:28])([F:27])[F:29])[CH:21]=2)(=[O:18])=[O:19])[CH2:31][CH2:32]1 |f:1.2.3|. Procedure details: (3aS*,4S*,6aR*)-2-benzyl-N-cyclopropyloctahydrocyclopenta[c]pyrrol-4-amine (0.308 g, 0.663 mmol) from Example 199 and methanol (2 mL) were added to 20% palladium hydroxide on carbon (wet, 4 mg) in a 50 mL pressure bottle. The reaction was stirred for 16 hours under hydrogen (30 psi) at room temperature. The mixture was filtered through a nylon membrane and the solvent removed in vacuo. The crude material was chromatographed on a silica gel cartridge (Analogix®, Burlington, Wis., RS15-24) eluting... Reactants: ClC1=C(C=CC=2N=C(SC21)SC)OC2=CC(=NC=C2)C(=O)NC (4-(7-chloro-2-(methylthio)benzo[d]thiazol-6-yloxy)-N-methylpicolinamide), C1=CC(=CC(=C1)Cl)C(=O)OO (MCPBA). Run in C(Cl)Cl (DCM). Run at time 37.5 minute. The product is ClC1=C(C=CC=2N=C(SC21)S(=O)C)OC2=CC(=NC=C2)C(=O)NC (4-(7-chloro-2-(methylsulfinyl)benzo[d]thiazol-6-yloxy)-N-methylpicolinamide). As a reaction SMILES: [Cl:1][C:2]1[C:10]2[S:9][C:8]([S:11][CH3:12])=[N:7][C:6]=2[CH:5]=[CH:4][C:3]=1[O:13][C:14]1[CH:19]=[CH:18][N:17]=[C:16]([C:20]([NH:22][CH3:23])=[O:21])[CH:15]=1.C1C=C(Cl)C=C(C(OO)=[O:32])C=1>C(Cl)Cl>[Cl:1][C:2]1[C:10]2[S:9][C:8]([S:11]([CH3:12])=[O:32])=[N:7][C:6]=2[CH:5]=[CH:4][C:3]=1[O:13][C:14]1[CH:19]=[CH:18][N:17]=[C:16]([C:20]([NH:22][CH3:23])=[O:21])[CH:15]=1. Procedure details: To the solution of 4-(7-chloro-2-(methylthio)benzo[d]thiazol-6-yloxy)-N-methylpicolinamide (64 mg, 0.175 mmol, 1.0 eq) in 5 mL of DCM was added MCPBA (33 mg, 0.192 mmol, 1.1 eq) at 0° C. and reaction stirred for 30-45 min. Thereafter, it was quenched with water (10 mL) and aqueous phase extracted with ethyl acetate (25 mL×5), combined organic layers dried over sodium sulfate, filtered and condensed under reduced pressure to yield crude product which was sufficiently pure and was carried to next ... Reactants: C[C@@H]1C[C@@H]([C@@H]2[C@H](C[C@H]([C@@](O2)(C(=O)C(=O)N3CCCC[C@H]3C(=O)O[C@@H]([C@@H]([C@H](CC(=O)[C@@H](/C=C(/C1)\C)CC=C)O)C)/C(=C/[C@@H]4CC[C@H]([C@@H](C4)OC)O)/C)O)C)OC)OC (FR-900506), N1=CC=CC=C1 (pyridine), C(C1=CC=CC=C1)(=O)Cl (benzoyl chloride). Solvent: ClCCl (dichloromethane). Conditions: time 2 hour. The product is C(C=C)C1C(CC(C(C(OC(C2CCCCN2C(C(C2(C(CC(C(C(CC(CC(=C1)C)C)OC)O2)OC)C)O)=O)=O)=O)C(=CC2CC(C(CC2)OC(C2=CC=CC=C2)=O)OC)C)C)O)=O (17-allyl-12-[2-(4-benzoyloxy-3-methoxycyclohexyl)-1-methyvinyl]-1,14-dihydroxy-23,25-dimethoxy-13,19,21,27-tetramethyl-11,28-dioxa-4-azatricyclo[22.3.1.04,9 ]octacos-18-ene-2,3,10,16-tetraone). RXN SMILES: [CH3:1][C@H:2]1[CH2:33][C:32]([CH3:34])=[CH:31][C@@H:30]([CH2:35][CH:36]=[CH2:37])[C:28](=[O:29])[CH2:27][C@H:26]([OH:38])[C@@H:25]([CH3:39])[C@@H:24](/[C:40](/[CH3:51])=[CH:41]/[C@H:42]2[CH2:47][C@@H:46]([O:48][CH3:49])[C@H:45]([OH:50])[CH2:44][CH2:43]2)[O:23][C:21](=[O:22])[C@H:20]2[N:15]([CH2:16][CH2:17][CH2:18][CH2:19]2)[C:13](=[O:14])[C:11](=[O:12])[C@:9]2([OH:52])[O:10][C@@H:5]([C@@H:6]([O:54][CH3:55])[CH2:7][C@H:8]2[CH3:53])[C@@H:4]([O:56][CH3:57])[CH2:3]1.N1C=CC=CC=1.[C:64](Cl)(=[O:71])[C:65]1[CH:70]=[CH:69][CH:68]=[CH:67][CH:66]=1>ClCCl>[CH2:35]([CH:30]1[CH:31]=[C:32]([CH3:34])[CH2:33][CH:2]([CH3:1])[CH2:3][CH:4]([O:56][CH3:57])[CH:5]2[O:10][C:9]([OH:52])([CH:8]([CH3:53])[CH2:7][CH:6]2[O:54][CH3:55])[C:11](=[O:12])[C:13](=[O:14])[N:15]2[CH:20]([CH2:19][CH2:18][CH2:17][CH2:16]2)[C:21](=[O:22])[O:23][CH:24]([C:40]([CH3:51])=[CH:41][CH:42]2[CH2:43][CH2:44][CH:45]([O:50][C:64](=[O:71])[C:65]3[CH:70]=[CH:69][CH:68]=[CH:67][CH:66]=3)[CH:46]([O:48][CH3:49])[CH2:47]2)[CH:25]([CH3:39])[CH:26]([OH:38])[CH2:27][C:28]1=[O:29])[CH:36]=[CH2:37]. Procedure: To a solution of the FR-900506 substance (9.7 mg) in dichloromethane (0.2 ml) and pyridine (0.1 ml) was added benzoyl chloride (50 μl) at room temperature, and the mixture was stirred at room temperature for 2 hours. The solvent was removed from the reaction mixture under reduced pressure to give a crude oil. This oil was purified on silica gel thin layer chromatography (developing solvent: diethyl ether and hexane, 2:1 v/v) to afford 17-allyl-12-[2-(4-benzoyloxy-3-methoxycyclohexyl)-1-methyviny... The reactants are Cc1nn(-c2ccccc2)c(Cl)c1CO, O=S(Cl)Cl. Yields the product Cc1nn(-c2ccccc2)c(Cl)c1CCl. Reaction SMILES: [Cl:1][c:2]1[c:3]([CH2:14][OH:15])[c:4]([CH3:13])[n:5][n:6]1-[c:7]1[cH:8][cH:9][cH:10][cH:11][cH:12]1.[S:16]([Cl:17])([Cl:18])=[O:19]>>[Cl:1][c:2]1[c:3]([CH2:14][Cl:18])[c:4]([CH3:13])[n:5][n:6]1-[c:7]1[cH:8][cH:9][cH:10][cH:11][cH:12]1. The reactants are BrC=1C=C(C(=NC1)C(=O)OC)C (methyl 5-bromo-3-methylpicolinate), BrN1C(CCC1=O)=O (N-bromosuccinimide), C(C1=CC=CC=C1)(=O)OOC(C1=CC=CC=C1)=O (benzoyl peroxide), NN (hydrazine). Run in C(Cl)(Cl)(Cl)Cl (CCl4), CO (MeOH). Reaction conditions: temperature 77 celsius. The product is BrC1=CC2=C(C(NN=C2)=O)N=C1 (3-Bromopyrido[2,3-d]pyridazin-8(7H)-one). As a reaction SMILES: [Br:1][C:2]1[CH:3]=[C:4]([CH3:12])[C:5]([C:8](OC)=[O:9])=[N:6][CH:7]=1.BrN1C(=O)CCC1=O.C(OOC(=O)C1C=CC=CC=1)(=O)C1C=CC=CC=1.[NH2:39][NH2:40]>C(Cl)(Cl)(Cl)Cl.CO>[Br:1][C:2]1[CH:7]=[N:6][C:5]2[C:8](=[O:9])[NH:39][N:40]=[CH:12][C:4]=2[CH:3]=1. Procedure details: To a solution of methyl 5-bromo-3-methylpicolinate (1.785 g, 7.76 mmol) in 30 mL of CCl4 was added N-bromosuccinimide (4.23 g, 23.8 mmol) and benzoyl peroxide (0.199 g, 0.822 mmol). The reaction was heated at 77° C. for 6 h. The reaction mixture was cooled to RT, filtered through a pad of Celite and washed with CCl4. The filtrate was evaporated in vacuo to give a yellow oil. The oil was dissolved in 40 mL MeOH and anhydrous hydrazine (3.00 ml, 95.6 mmol) was added dropwise at 25° C. Upon complet... Product: COC=1C=C(C(=O)N2C[C@@](CC2)(CCOS(=O)(=O)C)C2=CC(=C(C=C2)Cl)Cl)C=C(C1OC)OC ((S)-1-(3,4,5-trimethoxybenzoyl)-3-(3,4-dichlorophenyl)-3-(2-methanesulfonyloxyethyl)pyrrolidine). Reaction conditions: temperature 5 celsius. Starting materials: C(C1=CC=C(C=C1)OC)(=O)[C@@]([C@@](C(=O)O)(O)C(C1=CC=C(C=C1)OC)=O)(O)C(=O)O.ClC=1C=C(C=CC1Cl)[C@@]1(CNCC1)CCO ((S)-3-(3,4-dichlorophenyl)-3-(2-hydroxyethyl)pyrrolidine (R,R)-di-p-anisoyltartaric acid salt), CS(=O)(=O)Cl (methanesulfonyl chloride), CN1CCOCC1 (N-methylmorpholine), C([O-])([O-])=O.[K+].[K+] (potassium carbonate), COC=1C=C(C(=O)Cl)C=C(C1OC)OC (3,4,5-trimethoxybenzoyl chloride). Procedure: Combine (S)-3-(3,4-dichlorophenyl)-3-(2-hydroxyethyl)pyrrolidine (R,R)-di-p-anisoyltartaric acid salt (9.05 kg, 13.3 mol), potassium carbonate (6.42 kg) in acetone (27.2 kg). Cool to about 5° C. and add water (8.3 gal). Cool to about 3° C. and slowly add a solution of 3,4,5-trimethoxybenzoyl chloride (14.0 kg, 26.9%, in 1,2-dimethoxethane, 16.3 mol) over about 25 minutes. When the reaction is complete, warm to 25° C. Dilute the reaction mixture with toluene (36.35 kg). Separate the layers and ex... The solvent is O (water), O (water), C1(=CC=CC=C1)C (toluene), CC(=O)C (acetone). As a reaction SMILES: C([C@](C(O)=O)(O)[C@](C(=O)C1C=CC(OC)=CC=1)(O)C(O)=O)(=O)C1C=CC(OC)=CC=1.[Cl:31][C:32]1[CH:33]=[C:34]([C@@:39]2([CH2:44][CH2:45][OH:46])[CH2:43][CH2:42][NH:41][CH2:40]2)[CH:35]=[CH:36][C:37]=1[Cl:38].C(=O)([O-])[O-].[K+].[K+].[CH3:53][O:54][C:55]1[CH:56]=[C:57]([CH:61]=[C:62]([O:66][CH3:67])[C:63]=1[O:64][CH3:65])[C:58](Cl)=[O:59].CN1CCOCC1.[CH3:75][S:76](Cl)(=[O:78])=[O:77]>CC(C)=O.C1(C)C=CC=CC=1.O>[CH3:53][O:54][C:55]1[CH:56]=[C:57]([CH:61]=[C:62]([O:66][CH3:67])[C:63]=1[O:64][CH3:65])[C:58]([N:41]1[CH2:42][CH2:43][C@@:39]([C:34]2[CH:35]=[CH:36][C:37]([Cl:38])=[C:32]([Cl:31])[CH:33]=2)([CH2:44][CH2:45][O:46][S:76]([CH3:75])(=[O:78])=[O:77])[CH2:40]1)=[O:59] |f:0.1,2.3.4|.